Dataset: the Open Reaction Database (ORD), a public repository of structured organic reaction records. Task: describe an organic reaction: reactants, conditions, products, and yield Starting materials: Cl (hydrochloric acid), C1(=CC=CC=C1)C1=C(C(=O)OC)C=CC=N1 (methyl 2-phenylnicotinate). Reagents/catalysts: [OH-].[OH-].[Pd+2] (Palladium hydroxide on carbon), [OH-].[OH-].[Pd+2] (palladium hydroxide on carbon), [Pd] (palladium on carbon). Solvent: CO (methanol). Conditions: time 72 hour. Yields the product C1(=CC=CC=C1)C1NCCCC1C(=O)OC ((2RS,3RS) Methyl 2-phenylpiperidine-3-carboxylate), hydrochloride salt. As a reaction SMILES: [C:1]1([C:7]2[N:16]=[CH:15][CH:14]=[CH:13][C:8]=2[C:9]([O:11][CH3:12])=[O:10])[CH:6]=[CH:5][CH:4]=[CH:3][CH:2]=1.Cl>[Pd].CO.[OH-].[OH-].[Pd+2]>[C:1]1([CH:7]2[CH:8]([C:9]([O:11][CH3:12])=[O:10])[CH2:13][CH2:14][CH2:15][NH:16]2)[CH:2]=[CH:3][CH:4]=[CH:5][CH:6]=1 |f:4.5.6|. Procedure details: A mixture of methyl 2-phenylnicotinate (9.43 g, 44.3 mmol) and palladium on carbon (10%; 2.5 g) in methanol (150 ml) containing hydrochloric acid (5M, 25 ml) was shaken for 72 hours under an atmosphere of hydrogen at 50 psi. Palladium hydroxide on carbon (20%; 1.0 g) was then added and hydrogenation resumed for a further 24 hours. A further portion of palladium hydroxide on carbon (1.0 g) was added, and hydrogenation continued for 24 hours more, until thin layer chromatography indicated no more ... Reactants: C(C)(C)N(CCC(C1=CC=CC=C1)C1=C(C=CC(=C1)C)OC)C(C)C (N,N-diisopropyl-3(2-methoxy-5-methylphenyl)-3-phenylpropanamine), C(C)(C)N(CCC(C1=CC=CC=C1)C1=C(C=CC(=C1)OC)C)C(C)C (N,N-diisopropyl-3-(5-methoxy-2-methylphenyl)-3-phenylpropanamine), Br (hydrobromic acid). Run in C(C)(=O)O (acetic acid). Run at temperature 120 celsius. The product is CC=1C=CC(=C(C1)[C@H](CCN(C(C)C)C(C)C)C=2C=CC=CC2)O (tolterodine). Yield: 85.7%. As a reaction SMILES: [CH:1]([N:4]([CH:23]([CH3:25])[CH3:24])[CH2:5][CH2:6][CH:7]([C:14]1[CH:19]=[C:18]([CH3:20])[CH:17]=[CH:16][C:15]=1[O:21]C)[C:8]1[CH:13]=[CH:12][CH:11]=[CH:10][CH:9]=1)([CH3:3])[CH3:2].C(N(C(C)C)CCC(C1C=C(OC)C=CC=1C)C1C=CC=CC=1)(C)C.Br>C(O)(=O)C>[CH3:20][C:18]1[CH:17]=[CH:16][C:15]([OH:21])=[C:14]([C@@H:7]([C:8]2[CH:13]=[CH:12][CH:11]=[CH:10][CH:9]=2)[CH2:6][CH2:5][N:4]([CH:1]([CH3:3])[CH3:2])[CH:23]([CH3:24])[CH3:25])[CH:19]=1. Procedure details: N,N-diisopropyl-3(2-methoxy-5-methylphenyl)-3-phenylpropanamine and N,N-diisopropyl-3-(5-methoxy-2-methylphenyl)-3-phenylpropanamine (11.0 g, 32.4 mmol) was dissolved in acetic acid (15 ml). After addition of 47% aqueous hydrobromic acid (25 ml), the mixture was heated to reflux for three hours (bath temperature, 120° C.). The reaction mixture was cooled to the room temperature. After the solvent was distilled off, water (120 ml) and toluene (110 ml) were added to the residue, to which sodium hy... The reactants are CI, CC1(O)CN(C(c2ccccc2)c2ccccc2)C1, [H-], [Na+], CN(C)C=O, O. Product: COC1(C)CN(C(c2ccccc2)c2ccccc2)C1. Reaction SMILES: [CH3:25][I:26].[CH:6]([c:7]1[cH:8][cH:9][cH:10][cH:11][cH:12]1)([c:13]1[cH:14][cH:15][cH:16][cH:17][cH:18]1)[N:19]1[CH2:20][C:21]([OH:23])([CH3:24])[CH2:22]1.[H-:27].[Na+:28].[O:1]=[CH:2][N:3]([CH3:4])[CH3:5].[OH2:29]>>[CH3:2][O:23][C:21]1([CH3:24])[CH2:20][N:19]([CH:6]([c:7]2[cH:8][cH:9][cH:10][cH:11][cH:12]2)[c:13]2[cH:14][cH:15][cH:16][cH:17][cH:18]2)[CH2:22]1. Starting materials: CCn1c(=O)c(-c2ccccc2)cc2c(C)nc(S(C)(=O)=O)nc21, CCN1CCN(c2ccc(N)cc2)CC1, CS(C)=O. Product: CCN1CCN(c2ccc(Nc3nc(C)c4cc(-c5ccccc5)c(=O)n(CC)c4n3)cc2)CC1. As a reaction SMILES: [CH2:1]([CH3:2])[n:3]1[c:4](=[O:24])[c:5](-[c:18]2[cH:19][cH:20][cH:21][cH:22][cH:23]2)[cH:6][c:7]2[c:8]1[n:9][c:10]([S:14]([CH3:15])(=[O:16])=[O:17])[n:11][c:12]2[CH3:13].[CH2:25]([CH3:26])[N:27]1[CH2:28][CH2:29][N:30]([c:33]2[cH:34][cH:35][c:36]([NH2:37])[cH:38][cH:39]2)[CH2:31][CH2:32]1.[CH3:40][S:41](=[O:42])[CH3:43]>>[CH2:1]([CH3:2])[n:3]1[c:4](=[O:24])[c:5](-[c:18]2[cH:19][cH:20][cH:21][cH:22][cH:23]2)[cH:6][c:7]2[c:8]1[n:9][c:10]([NH:37][c:36]1[cH:35][cH:34][c:33]([N:30]3[CH2:29][CH2:28][N:27]([CH2:25][CH3:26])[CH2:32][CH2:31]3)[cH:39][cH:38]1)[n:11][c:12]2[CH3:13]. Starting materials: C(C1=CC=CC=C1)(=O)N[C@H]1[C@@H](CC2=CC=C(C=C12)[N+](=O)[O-])OC(C)=O (trans-1-benzamido-2-acetoxy-6-nitroindane). The reagents and catalysts are O=[Pt]=O (PtO2). Run in CCOC(=O)C (EtOAc). Yields the product C(C1=CC=CC=C1)(=O)N[C@H]1[C@@H](CC2=CC=C(C=C12)N)OC(C)=O (trans-1-benzamido-2-acetoxy-6-aminoindane). Reaction SMILES: [C:1]([NH:9][C@@H:10]1[C:18]2[C:13](=[CH:14][CH:15]=[C:16]([N+:19]([O-])=O)[CH:17]=2)[CH2:12][C@H:11]1[O:22][C:23](=[O:25])[CH3:24])(=[O:8])[C:2]1[CH:7]=[CH:6][CH:5]=[CH:4][CH:3]=1>CCOC(C)=O.O=[Pt]=O>[C:1]([NH:9][C@@H:10]1[C:18]2[C:13](=[CH:14][CH:15]=[C:16]([NH2:19])[CH:17]=2)[CH2:12][C@H:11]1[O:22][C:23](=[O:25])[CH3:24])(=[O:8])[C:2]1[CH:3]=[CH:4][CH:5]=[CH:6][CH:7]=1. Procedure: A solution of trans-1-benzamido-2-acetoxy-6-nitroindane (one part), prepared as described in Preparation 2, in EtOAc is treated with H2 (60 psi) in the presence of PtO2 for several hours. The catalyst is removed and the solvent evaporated to give trans-1-benzamido-2-acetoxy-6-aminoindane. A solution of this aminoindane (1 part) in a mixture of pyridine (16 parts), 4-dimethylaminopyridine (0.15 parts), and CH2Cl2 is treated with a solution of an aroyl (RCOCl) chloride (1.2 parts) and the reaction... Reactants: CCN1c2ncc(CCO)cc2C(=O)N(C)c2ccc(F)nc21, C1CCOC1, CCOC(=O)N=NC(=O)OCC, Oc1ccnc2ccccc12, c1ccc(P(c2ccccc2)c2ccccc2)cc1. Product: CCN1c2ncc(CCOc3ccnc4ccccc34)cc2C(=O)N(C)c2ccc(F)nc21. As a reaction SMILES: [CH2:13]([CH3:14])[N:15]1[c:16]2[c:17]([cH:31][cH:32][c:33]([F:35])[n:34]2)[N:18]([CH3:30])[C:19](=[O:29])[c:20]2[c:21]1[n:22][cH:23][c:24]([CH2:26][CH2:27][OH:28])[cH:25]2.[CH2:66]1[O:67][CH2:68][CH2:69][CH2:70]1.[O:1]=[C:2]([O:3][CH2:4][CH3:5])[N:6]=[N:7][C:8]([O:9][CH2:10][CH3:11])=[O:12].[OH:36][c:37]1[cH:38][cH:39][n:40][c:41]2[cH:42][cH:43][cH:44][cH:45][c:46]12.[c:47]1([P:48]([c:49]2[cH:50][cH:51][cH:52][cH:53][cH:54]2)[c:55]2[cH:56][cH:57][cH:58][cH:59][cH:60]2)[cH:61][cH:62][cH:63][cH:64][cH:65]1>>[CH2:13]([CH3:14])[N:15]1[c:16]2[c:17]([cH:31][cH:32][c:33]([F:35])[n:34]2)[N:18]([CH3:30])[C:19](=[O:29])[c:20]2[c:21]1[n:22][cH:23][c:24]([CH2:26][CH2:27][O:28][c:37]1[cH:38][cH:39][n:40][c:41]3[cH:42][cH:43][cH:44][cH:45][c:46]13)[cH:25]2.